Dataset: the Open Reaction Database (ORD), a public repository of structured organic reaction records. Task: describe an organic reaction: reactants, conditions, products, and yield Starting materials: C1CC12CCN(CC2)C(=O)OC(C)(C)C (Tert-butyl 6-azaspiro[2.5]octane-6-carboxylate), Cl.C(C)(=O)OCC (hydrochloric acid ethyl acetate). Run in O1CCCC1 (tetrahydrofuran). Conditions: temperature 50 celsius, time 24 hour. The product is Cl.C1CC12CCNCC2 (6-azaspiro[2.5]octane hydrochloride). Yield: 85.4%. RXN SMILES: [CH2:1]1[C:3]2([CH2:8][CH2:7][N:6](C(OC(C)(C)C)=O)[CH2:5][CH2:4]2)[CH2:2]1.[ClH:16].C(OCC)(=O)C>O1CCCC1>[ClH:16].[CH2:2]1[C:3]2([CH2:8][CH2:7][NH:6][CH2:5][CH2:4]2)[CH2:1]1 |f:1.2,4.5|. Reported procedure: Tert-butyl 6-azaspiro[2.5]octane-6-carboxylate (261 mg, 1.23 mmol) was dissolved in tetrahydrofuran (5 mL), 4N hydrochloric acid/ethyl acetate solution (2 mL, 8.00 mmol) was added, and the mixture was stirred at 50° C. for 24 hr. The reaction mixture was concentrated under reduced pressure to give the title compound (155 mg, 85%) as white crystals. The product is Cl.C1(CC1)N1C=C(C(C2=CC(=C(C=C12)C1CCN(CC1)C)F)=O)C(=O)O (1-Cyclopropyl-6-fluoro-1,4-dihydro-7-(1-methyl-4-piperidinyl)-4-oxo-3-quinolinecarboxylic acid hydrochloride). Procedure details: A solution of 3.71 g (10 mmoles) of ethyl 1-cyclopropyl-6-fluoro-1,4-dihydro-7-(1-methyl-4-piperidinyl)-4-oxo-3-quinolinecarboxylate in 50 ml 6 N HCl was refluxed 1 hour and evaporated to dryness to afford the title compound. Reaction SMILES: [CH:1]1([N:4]2[C:13]3[C:8](=[CH:9][C:10]([F:21])=[C:11]([CH:14]4[CH2:19][CH2:18][N:17]([CH3:20])[CH2:16][CH2:15]4)[CH:12]=3)[C:7](=[O:22])[C:6]([C:23]([O:25]CC)=[O:24])=[CH:5]2)[CH2:3][CH2:2]1.[ClH:28]>>[ClH:28].[CH:1]1([N:4]2[C:13]3[C:8](=[CH:9][C:10]([F:21])=[C:11]([CH:14]4[CH2:19][CH2:18][N:17]([CH3:20])[CH2:16][CH2:15]4)[CH:12]=3)[C:7](=[O:22])[C:6]([C:23]([OH:25])=[O:24])=[CH:5]2)[CH2:2][CH2:3]1 |f:2.3|. The reactants are C1(CC1)N1C=C(C(C2=CC(=C(C=C12)C1CCN(CC1)C)F)=O)C(=O)OCC (ethyl 1-cyclopropyl-6-fluoro-1,4-dihydro-7-(1-methyl-4-piperidinyl)-4-oxo-3-quinolinecarboxylate), Cl (HCl). The yield is 89.8%. Yields the product C(C1=CC=CC=C1)(=O)OC1=CC=C(C=O)C=C1 (4-benzoyloxybenzaldehyde). Procedure details: To a 500 ml flask were added 45.6 grams (0.374 mol) 4-hydroxylbenzaldehyde, 150 ml of acetone and 25.8 grams (0.187 mol) potassium carbonate. Then, 52.1 ml (0.449 mol) of benzoyl chloride (BzCl) was added therein dropwise slowly at a temperature of about 0° C. After the addition, the mixture was warmed up to room temperature and the reaction lasted 2 hours. The residue was extracted 3 times with ethyl acetate (150 ml×3). The organic phases were combined, dried over anhydrous sodium sulfate and c... The reactants are OC1=CC=C(C=O)C=C1 (4-hydroxylbenzaldehyde), C([O-])([O-])=O.[K+].[K+] (potassium carbonate), C(C1=CC=CC=C1)(=O)Cl (benzoyl chloride). Reaction SMILES: [OH:1][C:2]1[CH:9]=[CH:8][C:5]([CH:6]=[O:7])=[CH:4][CH:3]=1.C(=O)([O-])[O-].[K+].[K+].[C:16](Cl)(=[O:23])[C:17]1[CH:22]=[CH:21][CH:20]=[CH:19][CH:18]=1>CC(C)=O>[C:16]([O:1][C:2]1[CH:9]=[CH:8][C:5]([CH:6]=[O:7])=[CH:4][CH:3]=1)(=[O:23])[C:17]1[CH:22]=[CH:21][CH:20]=[CH:19][CH:18]=1 |f:1.2.3|. Run at time 2 hour. Run in CC(=O)C (acetone). Reactants: C(C1=CC=CC=C1)OC(=O)NCCCCOS(=O)(=O)C (N-(benzyloxycarbonyl)-4-(mesyloxy)butylamine), CNC (dimethylamine), C([O-])([O-])=O.[K+].[K+] (potassium carbonate), [I-].[Na+] (sodium iodide). Run in O (Water), CN(C=O)C (dimethylformamide). Conditions: time 8 hour. Product: C(C1=CC=CC=C1)OC(=O)NCCCCN(C)C (N-(benzyloxycarbonyl)-4-(dimethylamino)butylamine). Isolated yield 76.0%. As a reaction SMILES: [CH2:1]([O:8][C:9]([NH:11][CH2:12][CH2:13][CH2:14][CH2:15]OS(C)(=O)=O)=[O:10])[C:2]1[CH:7]=[CH:6][CH:5]=[CH:4][CH:3]=1.[CH3:21][NH:22][CH3:23].C(=O)([O-])[O-].[K+].[K+].[I-].[Na+]>CN(C)C=O.O>[CH2:1]([O:8][C:9]([NH:11][CH2:12][CH2:13][CH2:14][CH2:15][N:22]([CH3:23])[CH3:21])=[O:10])[C:2]1[CH:7]=[CH:6][CH:5]=[CH:4][CH:3]=1 |f:2.3.4,5.6|. Reported procedure: To a solution of N-(benzyloxycarbonyl)-4-(mesyloxy)butylamine (2.51 g) in anhydrous dimethylformamide (28 ml) are added dimethylamine (12.5 ml), anhydrous potassium carbonate (1.72 g) and sodium iodide (3.74 g), and the mixture is stirred at room temperature overnight. Water is added to the reaction mixture, and the whole is extracted with ether. The organic layer is washed with water and saturated brine successively, dried over anhydrous magnesium sulfate and concentrated under reduced pressure...